From a dataset of the Open Reaction Database (ORD), a public repository of structured organic reaction records. describe an organic reaction: reactants, conditions, products, and yield Starting materials: O (water), CC1=CC=C(O1)C=O (5-methylfuran-2-carboxaldehyde), S1C(=S)NC(=O)C1 (rhodanine), C(C)(=O)[O-].[Na+] (sodium acetate). Run in CCOCC (ether), C(C)(=O)O (acetic acid). The product is CC1=CCC(O1)=C1C(NC(S1)=S)=O ((5-methylfurylidene) rhodanine). The yield is 94.2%. As a reaction SMILES: [CH3:1][C:2]1[O:6][C:5]([CH:7]=O)=[CH:4][CH:3]=1.[S:9]1C[C:13](=[O:14])[NH:12][C:10]1=[S:11].C([O-])(=O)C.[Na+].O>C(O)(=O)C.CCOCC>[CH3:1][C:2]1[O:6][C:5](=[C:7]2[S:11][C:10](=[S:9])[NH:12][C:13]2=[O:14])[CH2:4][CH:3]=1 |f:2.3|. Reported procedure: A mixture of 5-methylfuran-2-carboxaldehyde (5.51 g, 50 mmol, purchased from Wako Junyaku Kogyo), rhodanine (6.66 g, 50 mmol, purchased from Tokyo Kase), and anhydrous sodium acetate (2.3 g, 150 mmol, purchased from Kokusan Kagaku) in 35 ml of acetic acid (purchased from Wako Junyaku Kogyo) was refluxed for 30 minutes. After being cooled, the reaction mixture was poured into 500 ml of water. The precipitate was collected and washed with water, with ethanol, and then with ether to give 10.04 g (y... The reactants are C(C)(C)(C)OC(NC1=C(C=C(C(=C1)N1CCOCC1)C(F)(F)F)N)=O ((2-amino-5-morpholin-4-yl-4-trifluoromethyl-phenyl)-carbamic acid tert-butyl ester), C(C)(C)(C)OC(CC(=O)C1=CC(=CC=C1)C1=CC(=NC(=C1)C)C)=O (3-[3-(2,6-dimethyl-pyridin-4-yl)-phenyl]-3-oxo-propionic acid tert-butyl ester). Yields the product C(C)(C)(C)OC(NC1=C(C=C(C(=C1)N1CCOCC1)C(F)(F)F)NC(CC(=O)C1=CC(=CC=C1)C1=CC(=NC(=C1)C)C)=O)=O ((2-{3-[3-(2,6-Dimethyl-pyridin-4-yl)-phenyl]-3-oxo-propionylamino}-5-morpholin-4-yl-4-trifluoromethyl-phenyl)-carbamic acid tert-butyl ester). Reaction SMILES: [C:1]([O:5][C:6](=[O:25])[NH:7][C:8]1[CH:13]=[C:12]([N:14]2[CH2:19][CH2:18][O:17][CH2:16][CH2:15]2)[C:11]([C:20]([F:23])([F:22])[F:21])=[CH:10][C:9]=1[NH2:24])([CH3:4])([CH3:3])[CH3:2].C([O:30][C:31](=O)[CH2:32][C:33]([C:35]1[CH:40]=[CH:39][CH:38]=[C:37]([C:41]2[CH:46]=[C:45]([CH3:47])[N:44]=[C:43]([CH3:48])[CH:42]=2)[CH:36]=1)=[O:34])(C)(C)C>>[C:1]([O:5][C:6](=[O:25])[NH:7][C:8]1[CH:13]=[C:12]([N:14]2[CH2:15][CH2:16][O:17][CH2:18][CH2:19]2)[C:11]([C:20]([F:21])([F:22])[F:23])=[CH:10][C:9]=1[NH:24][C:31](=[O:30])[CH2:32][C:33]([C:35]1[CH:40]=[CH:39][CH:38]=[C:37]([C:41]2[CH:42]=[C:43]([CH3:48])[N:44]=[C:45]([CH3:47])[CH:46]=2)[CH:36]=1)=[O:34])([CH3:4])([CH3:2])[CH3:3]. Reported procedure: The title compound was prepared from (2-amino-5-morpholin-4-yl-4-trifluoromethyl-phenyl)-carbamic acid tert-butyl ester (Example J28) (271 mg, 0.75 mmol) and 3-[3-(2,6-dimethyl-pyridin-4-yl)-phenyl]-3-oxo-propionic acid tert-butyl ester (Example K15) (244 mg, 0.75 mmol) according to the general procedure M. Reactants: Cl.N[C@@H](CC(=O)OCC)CC1=CC=C(C=C1)C1=CC(=CC=C1)Cl ((R)-ethyl 3-amino-4-(3′-chlorobiphenyl-4-yl)butanoate hydrochloride), TEA, ClC(C(=O)OCC)=O (ethyl 2-chloro-2-oxoacetate). Run in CN(C)C=O (DMF). Conditions: time 1 hour. Product: ClC=1C=C(C=CC1)C1=CC=C(C=C1)C[C@H](CC(=O)OCC)NC(C(=O)OCC)=O ((R)-ethyl 4-(3′-chlorobiphenyl-4-yl)-3-(2-ethoxy-2-oxoacetamido)butanoate). Isolated yield 83.8%. Reaction SMILES: Cl.[NH2:2][C@H:3]([CH2:10][C:11]1[CH:16]=[CH:15][C:14]([C:17]2[CH:22]=[CH:21][CH:20]=[C:19]([Cl:23])[CH:18]=2)=[CH:13][CH:12]=1)[CH2:4][C:5]([O:7][CH2:8][CH3:9])=[O:6].Cl[C:25](=[O:31])[C:26]([O:28][CH2:29][CH3:30])=[O:27]>CN(C=O)C>[Cl:23][C:19]1[CH:18]=[C:17]([C:14]2[CH:15]=[CH:16][C:11]([CH2:10][C@@H:3]([NH:2][C:25](=[O:31])[C:26]([O:28][CH2:29][CH3:30])=[O:27])[CH2:4][C:5]([O:7][CH2:8][CH3:9])=[O:6])=[CH:12][CH:13]=2)[CH:22]=[CH:21][CH:20]=1 |f:0.1|. Reported procedure: To a solution of (R)-ethyl 3-amino-4-(3′-chlorobiphenyl-4-yl)butanoate hydrochloride (500 mg, 1.57 mmol) in DMF (11 mL) is added TEA (0.23 mL, 1.65 mmol) and ethyl 2-chloro-2-oxoacetate (0.18 mL, 1.57 mmol) at room temperature. After stirring for 1 hour at room temperature, the reaction is quenched with H2O, and the crude is diluted with EtOAc. The organic layer is washed with brine, dried over Na2SO4, filtered, and concentrated under reduced pressure. The obtained residue is purified by flash c... Starting materials: BrCC1=CC=C(C=O)C=C1 (4-(bromomethyl)-benzaldehyde), BrCC=1C=C(C=O)C=CC1 (3-(bromomethyl)benzaldehyde), C(C)(=S)[O-].[K+] (potassium thioacetate), Organometallics, O (Water). Solvent: CC(=O)C (acetone). The product is C(C)(=O)SCC1=CC=C(C=O)C=C1 (4-(S-Acetylthiomethyl)benzaldehyde). Isolated yield 85.0%. Reaction SMILES: Br[CH2:2][C:3]1[CH:10]=[CH:9][C:6]([CH:7]=[O:8])=[CH:5][CH:4]=1.BrCC1C=C(C=CC=1)C=O.[C:21]([O-:24])(=[S:23])[CH3:22].[K+].O>CC(C)=O>[C:21]([S:23][CH2:2][C:3]1[CH:10]=[CH:9][C:6]([CH:7]=[O:8])=[CH:5][CH:4]=1)(=[O:24])[CH3:22] |f:2.3|. Procedure: To a solution of 4-(bromomethyl)-benzaldehyde (Hsung et al. (1995) Organometallics, 14: 4808–4815; Bookser and Bruice (1991) Am. Chem. Soc. 113: 4208–4218; Wagner et al. (1997) Tetrahedron 53: 6755–6790 for the synthesis of 3-(bromomethyl)benzaldehyde) (0.43 g, 2.2 mmol) in acetone (10 mL) was added potassium thioacetate (280 mg, 2.5 mmol) under stirring at rt, then the mixture was refluxed. A precipitate formed after a few minutes. The reaction was monitored by TLC and cooled to rt when no star... The reactants are N (ammonia), O=C1C2=C(N=C3N1C=CC=C3C(=O)OC)CCC2 (1,2,3,10-Tetrahydro-10-oxocyclopenta[d]pyrido[1,2-a]pyrimidine-5-carboxylic acid, methyl ester), N (ammonia). The solvent is CO (methanol). Procedure: A solution of 2.44 g. of the product from Example 5 in 50 ml of methanol is cooled to -10° and a stream of dry ammonia gas is introduced. When the increase in weight of the absorbed ammonia is 3.4 g., the addition is stopped, the flask is sealed, and kept at 20°-25° for 24 hours. The solid that separates is filtered and recrystallized from 2-propanol to give the named compound as colorless needles. The product is O=C1C2=C(N=C3N1C=CC=C3C(=O)N)CCC2 (1,2,3,10-Tetrahydro-10-oxocyclopenta[d]pyrido[1,2-a]pyrimidine-5-carboxamide). Run at time 24 hour. As a reaction SMILES: [O:1]=[C:2]1[N:7]2[CH:8]=[CH:9][CH:10]=[C:11]([C:12](OC)=[O:13])[C:6]2=[N:5][C:4]2[CH2:16][CH2:17][CH2:18][C:3]1=2.[NH3:19]>CO>[O:1]=[C:2]1[N:7]2[CH:8]=[CH:9][CH:10]=[C:11]([C:12]([NH2:19])=[O:13])[C:6]2=[N:5][C:4]2[CH2:16][CH2:17][CH2:18][C:3]1=2. The reactants are N#Cc1cccc(C=CCO)c1, CO. The product is N#Cc1cccc(CCCO)c1. RXN SMILES: [C:1](#[N:2])[c:3]1[cH:4][c:5]([CH:6]=[CH:7][CH2:8][OH:9])[cH:10][cH:11][cH:12]1.[CH3:13][OH:14]>>[C:1](#[N:2])[c:3]1[cH:4][c:5]([CH2:6][CH2:7][CH2:8][OH:9])[cH:10][cH:11][cH:12]1. Starting materials: C(C(=C)CC(=O)O)(=O)O (itaconic acid), [RuH((-)-BINAP)2 ]PF6, C(C)(C)O (isopropyl alcohol). The solvent is O1CCCC1 (tetrahydrofuran). Conditions: temperature 85 celsius. Product: CC(C(=O)O)CC(=O)O (methylsuccinic acid). Reaction SMILES: [C:1]([OH:9])(=[O:8])[C:2]([CH2:4][C:5]([OH:7])=[O:6])=[CH2:3].C(O)(C)C>O1CCCC1>[CH3:3][CH:2]([CH2:4][C:5]([OH:7])=[O:6])[C:1]([OH:9])=[O:8]. Procedure details: In a 20 ml-volume Schlenk's tube were charged 65.0 mg (0.5 mmole) of itaconic acid and 14.91 mg (0.01 mmole) of [RuH((-)-BINAP)2 ]PF6, and 2.5 ml of tetrahydrofuran (THF) and 2.5 ml (32.7 mmole) of isopropyl alcohol were added thereto. The mixture was heated at reflux in an oil bath at 85° C. for 24 hours. The solvent was removed by distillation under reduced pressure. The residue was dissolved in 20 ml of a 1M sodium hydroxide aqueous solution and washed three times with each 10 ml portions of ... The reactants are C=C1[C@@H](O[C@@H]([C@H]1O)CO)N1C(=O)N=C(NC(C2=CC=CC=C2)=O)C=C1 (2'-deoxy-2'-methylidene-4-N-benzoylcytidine). The solvent is N (ammonia). The product is C=C1[C@@H](O[C@@H]([C@H]1O)CO)N1C(=O)N=C(N)C=C1 (2'-deoxy-2'-methylidenecytidine). Isolated yield 96.1%. Reaction SMILES: [CH2:1]=[C:2]1[C@H:6]([OH:7])[C@@H:5]([CH2:8][OH:9])[O:4][C@H:3]1[N:10]1[CH:25]=[CH:24][C:14]([NH:15]C(=O)C2C=CC=CC=2)=[N:13][C:11]1=[O:12]>N>[CH2:1]=[C:2]1[C@H:6]([OH:7])[C@@H:5]([CH2:8][OH:9])[O:4][C@H:3]1[N:10]1[CH:25]=[CH:24][C:14]([NH2:15])=[N:13][C:11]1=[O:12]. Procedure details: A solution of 139 mg (0.5 mmol) of 2'-deoxy-2'-methylidene-4-N-benzoylcytidine in 10 ml of methanolic ammonia was stirred at room temperature for 6 hours to cause reaction and the solvent distilled off under reduced pressure. The residue was developed through a silica gel column (1.6×10 cm, 20% ethanol-chloroform being used as a solvent for elution), fractions containing the desired compound collected, 2 ml of 1N hydrochloric acid added, and the solvent distilled off under reduced pressure. The ... Reactants: C(C=C(C)C)OC1=C(C(=O)O)C=C(C=C1)OCC=C(C)C (2,5-diprenyloxybenzoic acid), NCC1N(CCC1)CC (2-aminomethyl-1-ethylpyrrolidine). Product: C(C)N1C(CCC1)CNC(C1=C(C=CC(=C1)OCC=C(C)C)OCC=C(C)C)=O (1-ethyl-2-(2,5-diprenyloxybenzoylaminomethyl)pyrrolidine). Isolated yield 70.0%. RXN SMILES: [CH2:1]([O:6][C:7]1[CH:15]=[CH:14][C:13]([O:16][CH2:17][CH:18]=[C:19]([CH3:21])[CH3:20])=[CH:12][C:8]=1[C:9]([OH:11])=O)[CH:2]=[C:3]([CH3:5])[CH3:4].[NH2:22][CH2:23][CH:24]1[CH2:28][CH2:27][CH2:26][N:25]1[CH2:29][CH3:30]>>[CH2:29]([N:25]1[CH2:26][CH2:27][CH2:28][CH:24]1[CH2:23][NH:22][C:9](=[O:11])[C:8]1[CH:12]=[C:13]([O:16][CH2:17][CH:18]=[C:19]([CH3:21])[CH3:20])[CH:14]=[CH:15][C:7]=1[O:6][CH2:1][CH:2]=[C:3]([CH3:4])[CH3:5])[CH3:30]. Reported procedure: In a manner identical to Example 15, 2,5-diprenyloxybenzoic acid (1.45 g) was subjected to a condensation reaction with 2-aminomethyl-1-ethylpyrrolidine (0.7 ml), thereby yielding 1.40 g (70%) of the aimed compound.